Dataset: the Open Reaction Database (ORD), a public repository of structured organic reaction records. Task: describe an organic reaction: reactants, conditions, products, and yield Reactants: BrC=1C=CC2=C(C3=NC(=CN3CCO2)C=2N(N=C(N2)C)C(C)C)C1 (9-bromo-2-(2-isopropyl-5-methyl-2H-[1,2,4]triazol-3-yl)-4,5-dihydro-6-oxa-1,3a-diazabenzo[e]azulene), CN1CCC(CC1)C1NCCCC1 (l′-methyl-[2,4]bipiperidinyl), CC(C)([O-])C.[Na+] (sodium tertbutoxide). Reagents/catalysts: CC(C)([P](C(C)(C)C)([Pd][P](C(C)(C)C)(C(C)(C)C)C(C)(C)C)C(C)(C)C)C (Pd(P(tBu)3)2). Solvent: O1CCOCC1 (dioxane). Run at temperature 100 celsius. The product is C(C)(C)N1N=C(N=C1C=1N=C2N(CCOC3=C2C=CC(=C3)N3C(CCCC3)C3CCN(CC3)C)C1)C (2-(1-isopropyl-3-methyl-1H-1,2,4-triazol-5-yl)-9-(1′-methyl-2,4′-bipiperidin-1-yl)-5,6-dihydrobenzo[f]imidazo[1,2-d][1,4]oxazepine). Yield: 12.0%. RXN SMILES: Br[C:2]1[CH:3]=[CH:4][C:5]2[O:14][CH2:13][CH2:12][N:11]3[C:7](=[N:8][C:9]([C:15]4[N:16]([CH:21]([CH3:23])[CH3:22])[N:17]=[C:18]([CH3:20])[N:19]=4)=[CH:10]3)[C:6]=2[CH:24]=1.[CH3:25][N:26]1[CH2:31][CH2:30][CH:29]([CH:32]2[CH2:37][CH2:36][CH2:35][CH2:34][NH:33]2)[CH2:28][CH2:27]1.CC(C)([O-])C.[Na+]>O1CCOCC1.CC(C)([P](C(C)(C)C)([Pd][P](C(C)(C)C)(C(C)(C)C)C(C)(C)C)C(C)(C)C)C>[CH:21]([N:16]1[C:15]([C:9]2[N:8]=[C:7]3[C:6]4[CH:24]=[CH:2][C:3]([N:33]5[CH2:34][CH2:35][CH2:36][CH2:37][CH:32]5[CH:29]5[CH2:28][CH2:27][N:26]([CH3:25])[CH2:31][CH2:30]5)=[CH:4][C:5]=4[O:14][CH2:13][CH2:12][N:11]3[CH:10]=2)=[N:19][C:18]([CH3:20])=[N:17]1)([CH3:23])[CH3:22] |f:2.3,^1:52,58|. Reported procedure: A mixture of 9-bromo-2-(2-isopropyl-5-methyl-2H-[1,2,4]triazol-3-yl)-4,5-dihydro-6-oxa-1,3a-diazabenzo[e]azulene from Example 6 (200 mg, 0.51 mmol), l′-methyl-[2,4]bipiperidinyl (234 mg, 1.28 mmol), sodium tertbutoxide (148 mg, 1.5 mmol) and Pd(P(tBu)3)2 (13 mg, 0.026 mmol) in dioxane was degassed with a stream of argon and then heated at 100° C. for 1 h in a sealed tube. After cooling to RT, the mixture was diluted with water and extracted with EtOAc (×3). The combined organic phases were conce... The reactants are C(C1=CC=CC=C1)OC1=C(C=O)C=C(C=C1)OC(F)(F)F (2-Benzyloxy-5-trifluoromethoxy-benzaldehyde), [Cl-].[NH4+] (ammonium chloride), C(C)(=O)OCC (ethyl acetate), [BH4-].[Na+] (sodium borohydride). Run in C(C)O (ethanol). Run at time 30 minute. Product: C(C1=CC=CC=C1)OC1=C(C=C(C=C1)OC(F)(F)F)CO ((2-benzyloxy-5-trifluoromethoxy-phenyl)methanol). The yield is 78.0%. Reaction SMILES: [CH2:1]([O:8][C:9]1[CH:16]=[CH:15][C:14]([O:17][C:18]([F:21])([F:20])[F:19])=[CH:13][C:10]=1[CH:11]=[O:12])[C:2]1[CH:7]=[CH:6][CH:5]=[CH:4][CH:3]=1.[BH4-].[Na+].[Cl-].[NH4+].C(OCC)(=O)C>C(O)C>[CH2:1]([O:8][C:9]1[CH:16]=[CH:15][C:14]([O:17][C:18]([F:19])([F:20])[F:21])=[CH:13][C:10]=1[CH2:11][OH:12])[C:2]1[CH:3]=[CH:4][CH:5]=[CH:6][CH:7]=1 |f:1.2,3.4|. Reported procedure: 2-Benzyloxy-5-trifluoromethoxy-benzaldehyde (1.40 g) is dissolved in ethanol (30 ml) and thereto is added sodium borohydride (189 mg) and the mixture is stirred at room temperature for 30 minutes. To the reaction solution are added aqueous ammonium chloride solution and ethyl acetate and the mixture is separated, and the organic layer is washed with a saturated brine, dried over magnesium sulfate and concentrated under reduced pressure. The residue is purified by silica gel column chromatography...